Dataset: the Open Reaction Database (ORD), a public repository of structured organic reaction records. Task: describe an organic reaction: reactants, conditions, products, and yield Reactants: CCO, O=C[O-], CCOC(=O)c1cnc(NC2Cc3ccccc3C2)c(Cl)c1, [NH4+]. Yields the product CCOC(=O)c1ccc(NC2Cc3ccccc3C2)nc1. As a reaction SMILES: [CH3:27][CH2:28][OH:29].[CH:23]([O-:24])=[O:25].[Cl:1][c:2]1[c:3]([NH:13][CH:14]2[CH2:15][c:16]3[cH:17][cH:18][cH:19][cH:20][c:21]3[CH2:22]2)[n:4][cH:5][c:6]([C:7](=[O:8])[O:9][CH2:10][CH3:11])[cH:12]1.[NH4+:26]>>[cH:2]1[c:3]([NH:13][CH:14]2[CH2:15][c:16]3[cH:17][cH:18][cH:19][cH:20][c:21]3[CH2:22]2)[n:4][cH:5][c:6]([C:7](=[O:8])[O:9][CH2:10][CH3:11])[cH:12]1. The reactants are CCOC(=O)c1nc(Cl)sc1C, ClC(Cl)(Cl)Cl, CC(C)(C#N)N=NC(C)(C)C#N, O=C1CCC(=O)N1Br. Yields the product CCOC(=O)c1nc(Cl)sc1CBr. RXN SMILES: [Cl:1][c:2]1[s:3][c:4]([CH3:12])[c:5]([C:7](=[O:8])[O:9][CH2:10][CH3:11])[n:6]1.[Cl:33][C:34]([Cl:35])([Cl:36])[Cl:37].[N:21]#[C:22][C:23]([N:24]=[N:25][C:26]([C:27]#[N:28])([CH3:29])[CH3:30])([CH3:31])[CH3:32].[O:13]=[C:14]1[N:15]([Br:20])[C:16](=[O:17])[CH2:18][CH2:19]1>>[Cl:1][c:2]1[s:3][c:4]([CH2:12][Br:20])[c:5]([C:7](=[O:8])[O:9][CH2:10][CH3:11])[n:6]1. The solvent is [OH-].[Na+] (NaOH). Reported procedure: 4.6 Grams of ethyl 7-acetamido-4-hydroxy-3-quinolinecarboxylate are dissolved in 15 ml of 10% NaOH, 60 ml of H2O and 100 ml of ethanol, and 5 ml of ethyl bromide are added. The mixture is left under reflux for 4 hours, then the excess of ethyl bromide and ethanol is evaporated off, and 10 ml of 10% NaOH are then added. The mixture is heated under reflux for 2 hours, allowed to cool, acidified with HCl, filtered and treated with ethanol at 70° C. The product is filtered off and recrystallized in ... RXN SMILES: C([NH:4][C:5]1[CH:14]=[C:13]2[C:8]([C:9]([OH:20])=[C:10]([C:15]([O:17]CC)=[O:16])[CH:11]=[N:12]2)=[CH:7][CH:6]=1)(=O)C.O.[CH2:22](O)[CH3:23].C(Br)C>[OH-].[Na+]>[NH2:4][C:5]1[CH:14]=[C:13]2[C:8]([C:9](=[O:20])[C:10]([C:15]([OH:17])=[O:16])=[CH:11][N:12]2[CH2:22][CH3:23])=[CH:7][CH:6]=1 |f:4.5|. The product is NC1=CC=C2C(C(=CN(C2=C1)CC)C(=O)O)=O (7-amino-1-ethyl-1,4-dihydro-4-oxo-3-quinolinecarboxylic acid). The reactants are O (H2O), C(C)O (ethanol), C(C)Br (ethyl bromide), C(C)(=O)NC1=CC=C2C(=C(C=NC2=C1)C(=O)OCC)O (ethyl 7-acetamido-4-hydroxy-3-quinolinecarboxylate).